From a dataset of the Open Reaction Database (ORD), a public repository of structured organic reaction records. describe an organic reaction: reactants, conditions, products, and yield Yields the product CCC(CC)(C(=O)OC)c1ccc(OCc2ccccc2)c(C)c1. The reactants are CC(C)(C)P(C(C)(C)C)C(C)(C)C, Cc1cc(I)ccc1OCc1ccccc1, C[Si](C)(C)[N-][Si](C)(C)C, CCC(CC)C(=O)OC, Cc1ccccc1, CCOC(C)=O, [Li+]. As a reaction SMILES: [C:36]([P:37]([C:38]([CH3:39])([CH3:40])[CH3:41])[C:42]([CH3:43])([CH3:44])[CH3:45])([CH3:46])([CH3:47])[CH3:48].[CH2:1]([c:2]1[cH:3][cH:4][cH:5][cH:6][cH:7]1)[O:8][c:9]1[c:10]([CH3:16])[cH:11][c:12]([I:15])[cH:13][cH:14]1.[CH3:17][Si:18]([N-:19][Si:20]([CH3:21])([CH3:22])[CH3:23])([CH3:24])[CH3:25].[CH3:27][O:28][C:29]([CH:30]([CH2:31][CH3:32])[CH2:33][CH3:34])=[O:35].[CH3:49][c:50]1[cH:51][cH:52][cH:53][cH:54][cH:55]1.[CH3:56][CH2:57][O:58][C:59]([CH3:60])=[O:61].[Li+:26]>>[CH2:1]([c:2]1[cH:3][cH:4][cH:5][cH:6][cH:7]1)[O:8][c:9]1[c:10]([CH3:16])[cH:11][c:12]([C:30]([C:29]([O:28][CH3:27])=[O:35])([CH2:31][CH3:32])[CH2:33][CH3:34])[cH:13][cH:14]1. The reactants are N=1N(N=CC1)C1=C(C(=O)Cl)C=CC=C1 (2-(2H-1,2,3-triazol-2-yl)benzoyl chloride), NC1C(CCC1)(C)NC(OC(C)(C)C)=O (tert-butyl N-(2-amino-1-methylcyclopentyl)carbamate), NC1C(CCC1)(C)NC(OC(C)(C)C)=O (tert-butyl N-(2-amino-1-methylcyclopentyl)carbamate), CCN(C(C)C)C(C)C (DIPEA), Cl (HCl), O1CCOCC1 (1,4-dioxane). Run in C(Cl)Cl (DCM). Reaction conditions: time 17 hour. The product is Cl.NC1(C(CCC1)NC(C1=C(C=CC=C1)N1N=CC=N1)=O)C (N-(2-Amino-2-methylcyclopentyl)-2-(2H-1,2,3-triazol-2-yl)benzamide hydrochloride). RXN SMILES: [N:1]1[N:2]([C:6]2[CH:14]=[CH:13][CH:12]=[CH:11][C:7]=2[C:8]([Cl:10])=[O:9])[N:3]=[CH:4][CH:5]=1.[NH2:15][CH:16]1[CH2:20][CH2:19][CH2:18][C:17]1([NH:22]C(=O)OC(C)(C)C)[CH3:21].CCN(C(C)C)C(C)C.Cl.O1CCOCC1>C(Cl)Cl>[ClH:10].[NH2:22][C:17]1([CH3:21])[CH2:18][CH2:19][CH2:20][CH:16]1[NH:15][C:8](=[O:9])[C:7]1[CH:11]=[CH:12][CH:13]=[CH:14][C:6]=1[N:2]1[N:3]=[CH:4][CH:5]=[N:1]1 |f:6.7|. Reported procedure: To a solution of 2-(2H-1,2,3-triazol-2-yl)benzoyl chloride (213 mg, 1.03 mmol) (which was prepared from 2-(2H-1,2,3-triazol-2-yl)benzoic acid (CAS number 1001401-62-2; 0.194 g, 1.03 mmol) and thionyl chloride (0.112 ml, 1.541 mmol)) in dry DCM (3.1 ml) was added tert-butyl N-(2-amino-1-methylcyclopentyl)carbamate (Intermediate 24; 200 mg, 0.93 mmol) and DIPEA (489 μl, 2.80 mmol). The reaction was stirred at room temperature for 17 hours and was then partitioned between a saturated solution of so...